Dataset: the Open Reaction Database (ORD), a public repository of structured organic reaction records. Task: describe an organic reaction: reactants, conditions, products, and yield Starting materials: COC(=O)C1CNCC1c1ccc(Cl)cc1, CCN(C(C)C)C(C)C, Cc1ccc(Cl)nn1, C1COCCO1. The product is COC(=O)C1CN(c2ccc(C)nn2)CC1c1ccc(Cl)cc1. Reaction SMILES: [CH3:1][O:2][C:3](=[O:4])[CH:5]1[CH2:6][NH:7][CH2:8][CH:9]1[c:10]1[cH:11][cH:12][c:13]([Cl:16])[cH:14][cH:15]1.[CH:17]([N:18]([CH2:19][CH3:20])[CH:21]([CH3:22])[CH3:23])([CH3:24])[CH3:25].[Cl:26][c:27]1[n:28][n:29][c:30]([CH3:33])[cH:31][cH:32]1.[O:34]1[CH2:35][CH2:36][O:37][CH2:38][CH2:39]1>>[CH3:1][O:2][C:3](=[O:4])[CH:5]1[CH2:6][N:7]([c:27]2[n:28][n:29][c:30]([CH3:33])[cH:31][cH:32]2)[CH2:8][CH:9]1[c:10]1[cH:11][cH:12][c:13]([Cl:16])[cH:14][cH:15]1. Starting materials: ClC=1C=C(C=CC1Cl)[C@@H](C(=O)O)CC=C ((S)-2-(3,4-dichlorophenyl)pent-4-enoic acid), C(C(=O)Cl)(=O)Cl (oxalyl chloride). Reagents/catalysts: CN(C=O)C (dimethylformamide). Run in ClCCl (dichloromethane), ClCCl (dichloromethane). Reaction conditions: time 2 hour. The product is ClC=1C=C(C=CC1Cl)[C@@H](C(=O)Cl)CC=C ((S)-2-(3,4-dichlorophenyl)pent-4-enoyl chloride). As a reaction SMILES: [Cl:1][C:2]1[CH:3]=[C:4]([C@H:9]([CH2:13][CH:14]=[CH2:15])[C:10](O)=[O:11])[CH:5]=[CH:6][C:7]=1[Cl:8].C(Cl)(=O)C([Cl:19])=O>CN(C)C=O.ClCCl>[Cl:1][C:2]1[CH:3]=[C:4]([C@H:9]([CH2:13][CH:14]=[CH2:15])[C:10]([Cl:19])=[O:11])[CH:5]=[CH:6][C:7]=1[Cl:8]. Procedure: Combine (S)-2-(3,4-dichlorophenyl)pent-4-enoic acid (6.55 g, 26.7 mmol), dichloromethane (10 mL), and dimethylformamide (2 drops). Add a solution of oxalyl chloride (16 mL, 2 M, 32 mmol) in dichloromethane. After 2 hours, evaporate in vacuo to give (S)-2-(3,4-dichlorophenyl)pent-4-enoyl chloride. Combine with toluene (20 mL) and slowly add, with vigorous stirring, to a cooled (ice bath) aqueous solution of methylamine (4 mL, 40%) while maintaining the temperature of the reaction mixture at less ... Procedure details: In like manner to the preparation of 2-chloro-5-fluoro-N4-[3-(1H-tetrazol-5-yl)phenyl]-4-pyrimidineamine the reaction of 2,4-dichloro-5-fluoropyrimidine with 2-amino-4-methylpyridine gave 2-chloro-5-fluoro-N4-(4-methylpyridin-2-yl)-4-pyrimidineamine. 1H NMR (CDCl3): δ 8.22 (s, 1H), 8.16 (d, 1H, J=8.4 Hz), 8.13 (d, 1H, J=2.4 Hz), 6.91 (d, 1H, J=5.4 Hz), 2.42 (s, 3H); LCMS: purity: 87%; MS (m/e): 239 (MH+). Yields the product ClC1=NC=C(C(=N1)NC1=NC=CC(=C1)C)F (2-chloro-5-fluoro-N4-(4-methylpyridin-2-yl)-4-pyrimidineamine). As a reaction SMILES: [Cl:1][C:2]1[N:7]=[C:6](Cl)[C:5]([F:9])=[CH:4][N:3]=1.[NH2:10][C:11]1[CH:16]=[C:15]([CH3:17])[CH:14]=[CH:13][N:12]=1>>[Cl:1][C:2]1[N:7]=[C:6]([NH:10][C:11]2[CH:16]=[C:15]([CH3:17])[CH:14]=[CH:13][N:12]=2)[C:5]([F:9])=[CH:4][N:3]=1. Starting materials: ClC1=NC=C(C(=N1)Cl)F (2,4-dichloro-5-fluoropyrimidine), NC1=NC=CC(=C1)C (2-amino-4-methylpyridine). Starting materials: C(C)(C)(C)OC(=O)N1CCC2=C(CC1)C=CC(=C2)[N+](=O)[O-] (3-tert-butoxycarbonyl-7-nitro-1,2,4,5-tetrahydro-3H-3-benzazepine). Reagents/catalysts: [Pd] (Pd/C). Solvent: C(C)O (ethanol). Yields the product C(C)(C)(C)OC(=O)N1CCC2=C(CC1)C=CC(=C2)N (7-Amino-1,2,4,5-tetrahydro-3-benzazepine-3-carboxylic acid tert-butyl ester). RXN SMILES: [C:1]([O:5][C:6]([N:8]1[CH2:14][CH2:13][C:12]2[CH:15]=[CH:16][C:17]([N+:19]([O-])=O)=[CH:18][C:11]=2[CH2:10][CH2:9]1)=[O:7])([CH3:4])([CH3:3])[CH3:2]>C(O)C.[Pd]>[C:1]([O:5][C:6]([N:8]1[CH2:14][CH2:13][C:12]2[CH:15]=[CH:16][C:17]([NH2:19])=[CH:18][C:11]=2[CH2:10][CH2:9]1)=[O:7])([CH3:4])([CH3:2])[CH3:3]. Procedure: A solution of 3-tert-butoxycarbonyl-7-nitro-1,2,4,5-tetrahydro-3H-3-benzazepine (2.1 g) was stirred under a hydrogen atmosphere (50 p.s.i.) in ethanol (40 ml) containing 5% Pd/C (0.21 g) for 3 hours. The catalyst was removed by filtration and the solvent evaporated to give the title compound D2 as a low-melting solid, 2.0 g. MH+ 263